Dataset: the Open Reaction Database (ORD), a public repository of structured organic reaction records. Task: describe an organic reaction: reactants, conditions, products, and yield Starting materials: C(=CC)OC1=CC=CC=C1 (O-propenylphenol), C([O-])([O-])=O.[K+].[K+] (potassium carbonate), C1(=CC=CC=C1)O (phenol), mixture, C(C=C)Br (Allyl bromide), C(C=C)OC1=C(C=CC=C1)\C=C\C (trans 2-allyloxy-1-propenylbenzene). The solvent is CC(=O)C (acetone). Product: C(C=C)OC1=C(C=CC=C1)C=CC (2-allyloxy-1-propenylbenzene). Reaction SMILES: C(OC1C=CC=CC=1)=CC.C(=O)([O-])[O-].[K+].[K+].C(Br)C=C.C1(O)C=CC=CC=1.[CH2:28]([O:31][C:32]1[CH:37]=[CH:36][CH:35]=[CH:34][C:33]=1/[CH:38]=[CH:39]/[CH3:40])[CH:29]=[CH2:30]>CC(C)=O>[CH2:28]([O:31][C:32]1[CH:37]=[CH:36][CH:35]=[CH:34][C:33]=1[CH:38]=[CH:39][CH3:40])[CH:29]=[CH2:30] |f:1.2.3|. Procedure: O-propenylphenol (67 g) was added to a stirred suspension of potassium carbonate (138 g) in dry acetone. Allyl bromide (67 g) was then added dropwise over about 20 minutes and the stirred mixture was heated under reflux for 4 hours. After this time, gas liquid chromatography indicated that the phenol had been converted to about 95% of a mixture of cis and trans 2-allyloxy-1-propenylbenzene. The mixture was filtered and the solvent removed under reduced pressure. The residue was vacuum distilled ... Reactants: COC(NC(C(C)C)C(=O)N1C(CCC1)C=1NC(=CN1)C1=CC2=CC=C(C=C2C=C1)C1=CC=C(C=C1)C=1NC(=NC1)C1N(CCC1)C(C(C)(C1=CC=CC=C1)NC(=O)OC)=O)=O ([1-(2-{5-[6-(4-{2-[1-(2-Methoxycarbonylamino-2-phenyl-propionyl)-pyrrolidin-2-yl]-3H-imidazol-4-yl}-phenyl)-naphthalen-2-yl]-1H-imidazol-2-yl}-pyrrolidine-1-carbonyl)-2-methyl-propyl]-carbamic acid methyl ester), COC(=O)NC(C(=O)O)(C)C1=CC=CC=C1 (2-Methoxycarbonylamino-2-phenyl-propionic acid), C(C)(C)(C)OC(=O)N1C(CCC1)C(=O)O (Pyrrolidine-1,2-dicarboxylic acid 1-tert-butyl ester), CN(C)C(C(=O)O)C1=CC=CC=C1 (Dimethylamino-phenyl-acetic acid). Yields the product COC(NC(C(C)C)C(=O)N1C(CCC1)C=1NC(=CN1)C1=CC2=CC=C(C=C2C=C1)C1=CC=C(C=C1)C=1NC(=NC1)C1N(CC(C1)OCC)C(C(C1=CC=CC=C1)N(C)C)=O)=O ([1-(2-{5-[6-(4-{2-[1-(2-Dimethylamino-2-phenyl-acetyl)-4-ethoxy-pyrrolidin-2-yl]-3H-imidazol-4-yl}-phenyl)-naphthalen-2-yl]-1H-imidazol-2-yl}-pyrrolidine-1-carbonyl)-2-methyl-propyl]-carbamic acid methyl ester). As a reaction SMILES: [CH3:1][O:2][C:3](=[O:62])[NH:4][CH:5]([C:9]([N:11]1[CH2:15][CH2:14][CH2:13][CH:12]1[C:16]1[NH:17][C:18]([C:21]2[CH:30]=[CH:29][C:28]3[C:23](=[CH:24][CH:25]=[C:26]([C:31]4[CH:36]=[CH:35][C:34]([C:37]5[NH:38][C:39]([CH:42]6[CH2:46][CH2:45][CH2:44][N:43]6C(=O)C(NC(OC)=O)(C6C=CC=CC=6)C)=[N:40][CH:41]=5)=[CH:33][CH:32]=4)[CH:27]=3)[CH:22]=2)=[CH:19][N:20]=1)=[O:10])[CH:6]([CH3:8])[CH3:7].[C:63]([O:67]C(N1CCCC1C(O)=O)=O)(C)(C)[CH3:64].[CH3:78][N:79]([CH:81]([C:85]1[CH:90]=[CH:89][CH:88]=[CH:87][CH:86]=1)[C:82]([OH:84])=O)[CH3:80].COC(NC(C1C=CC=CC=1)(C)C(O)=O)=O>>[CH3:1][O:2][C:3](=[O:62])[NH:4][CH:5]([C:9]([N:11]1[CH2:15][CH2:14][CH2:13][CH:12]1[C:16]1[NH:17][C:18]([C:21]2[CH:30]=[CH:29][C:28]3[C:23](=[CH:24][CH:25]=[C:26]([C:31]4[CH:32]=[CH:33][C:34]([C:37]5[NH:38][C:39]([CH:42]6[CH2:46][CH:45]([O:67][CH2:63][CH3:64])[CH2:44][N:43]6[C:82](=[O:84])[CH:81]([N:79]([CH3:78])[CH3:80])[C:85]6[CH:90]=[CH:89][CH:88]=[CH:87][CH:86]=6)=[N:40][CH:41]=5)=[CH:35][CH:36]=4)[CH:27]=3)[CH:22]=2)=[CH:19][N:20]=1)=[O:10])[CH:6]([CH3:7])[CH3:8]. Reported procedure: [1-(2-{5-[6-(4-{2-[1-(2-Dimethylamino-2-phenyl-acetyl)-4-ethoxy-pyrrolidin-2-yl]-3H-imidazol-4-yl}-phenyl)-naphthalen-2-yl]-1H-imidazol-2-yl}-pyrrolidine-1-carbonyl)-2-methyl-propyl]-carbamic acid methyl ester was prepared following the procedure for [1-(2-{5-[6-(4-{2-[1-(2-Methoxycarbonylamino-2-phenyl-propionyl)-pyrrolidin-2-yl]-3H-imidazol-4-yl}-phenyl)-naphthalen-2-yl]-1H-imidazol-2-yl}-pyrrolidine-1-carbonyl)-2-methyl-propyl]-carbamic acid methyl ester, substituting 4-Ethoxy-pyrrolidine-1,2... Reactants: NC1=CC=C(C=C1)N1C2=C(NC(CC1=O)=O)C1=CC=CC=C1C=C2 (5-(4-aminophenyl)-1H-naphtho[1,2-b][1,4]diazepine-2,4(3H,5H)-dione), O=C1NC2=C(N(C(C1)=O)C1=CC=C(C(=O)O)C=C1)C=CC1=CC=CC=C12 (4-[2,4-Dioxo-3,4-dihydro-1H-naphtho[2,1-b][1,4]diazepin-5(2H)-yl]benzoic acid), BrC1=C(C(=O)Cl)C(=CC=C1)OC (2-bromo-6-methoxybenzoyl chloride). Yields the product BrC1=CC=CC(=C1C(=O)NC1=CC=C(C=C1)N1C2=C(NC(CC1=O)=O)C1=CC=CC=C1C=C2)OC (5-[4-(6-Bromo-2-methoxybenzoylamino)phenyl]-1H-naphtho[1,2-b][1,4]diazepine-2,4(3H,5H)-dione). The yield is 76.0%. Reaction SMILES: [NH2:1][C:2]1[CH:7]=[CH:6][C:5]([N:8]2[C:14](=[O:15])[CH2:13][C:12](=[O:16])[NH:11][C:10]3[C:17]4[C:22]([CH:23]=[CH:24][C:9]2=3)=[CH:21][CH:20]=[CH:19][CH:18]=4)=[CH:4][CH:3]=1.[Br:25][C:26]1[CH:34]=[CH:33][CH:32]=[C:31]([O:35][CH3:36])[C:27]=1[C:28](Cl)=[O:29].O=C1CC(=O)N(C2C=CC(C(O)=O)=CC=2)C2C=CC3C(C=2N1)=CC=CC=3>>[Br:25][C:26]1[C:27]([C:28]([NH:1][C:2]2[CH:7]=[CH:6][C:5]([N:8]3[C:14](=[O:15])[CH2:13][C:12](=[O:16])[NH:11][C:10]4[C:17]5[C:22]([CH:23]=[CH:24][C:9]3=4)=[CH:21][CH:20]=[CH:19][CH:18]=5)=[CH:4][CH:3]=2)=[O:29])=[C:31]([O:35][CH3:36])[CH:32]=[CH:33][CH:34]=1. Procedure: By using 5-(4-aminophenyl)-1H-naphtho[1,2-b][1,4]diazepine-2,4(3H,5H)-dione obtained in Example 1, (3), and 2-bromo-6-methoxybenzoyl chloride, the title compound (yield 76%) was obtained in the same manner as that of Example 1, (4).